Dataset: the Open Reaction Database (ORD), a public repository of structured organic reaction records. Task: describe an organic reaction: reactants, conditions, products, and yield Reactants: C(C)N1N=CC(=C1)CN(C(=O)C1CCCC2=C(C=CC=C12)O)C1=CC=C(C=C1)C(C)C (N-[(1-ethylpyrazol-4-yl)methyl]-5-hydroxy-N-(4-isopropylphenyl)-1,2,3,4-tetrahydronaphthalene-1-carboxamide), BrCC(=O)OCC (ethyl bromoacetate). Yields the product C(C)N1N=CC(=C1)CN(C(=O)C1C=2C=CC=C(C2CCC1)OCC(=O)OCC)C1=CC=C(C=C1)C(C)C (ethyl 2-(5-{N-[(1-ethylpyrazol-4-yl)methyl]-N-(4-isopropylphenyl)carbamoyl}-5,6,7,8-tetrahydronaphthalene-1-yloxy)acetate). As a reaction SMILES: [CH2:1]([N:3]1[CH:7]=[C:6]([CH2:8][N:9]([C:23]2[CH:28]=[CH:27][C:26]([CH:29]([CH3:31])[CH3:30])=[CH:25][CH:24]=2)[C:10]([CH:12]2[C:21]3[C:16](=[C:17]([OH:22])[CH:18]=[CH:19][CH:20]=3)[CH2:15][CH2:14][CH2:13]2)=[O:11])[CH:5]=[N:4]1)[CH3:2].Br[CH2:33][C:34]([O:36][CH2:37][CH3:38])=[O:35]>>[CH2:1]([N:3]1[CH:7]=[C:6]([CH2:8][N:9]([C:23]2[CH:24]=[CH:25][C:26]([CH:29]([CH3:30])[CH3:31])=[CH:27][CH:28]=2)[C:10]([CH:12]2[CH2:13][CH2:14][CH2:15][C:16]3[C:17]([O:22][CH2:33][C:34]([O:36][CH2:37][CH3:38])=[O:35])=[CH:18][CH:19]=[CH:20][C:21]2=3)=[O:11])[CH:5]=[N:4]1)[CH3:2]. Procedure: By the reaction and treatment in the same manner as in Example 106 using N-[(1-ethylpyrazol-4-yl)methyl]-5-hydroxy-N-(4-isopropylphenyl)-1,2,3,4-tetrahydronaphthalene-1-carboxamide (1.00 g) and ethyl bromoacetate (0.40 mL) as starting materials, ethyl 2-(5-{N-[(1-ethylpyrazol-4-yl)methyl]-N-(4-isopropylphenyl)carbamoyl}-5,6,7,8-tetrahydronaphthalene-1-yloxy)acetate (1.09 g) was obtained.